Dataset: the Open Reaction Database (ORD), a public repository of structured organic reaction records. Task: describe an organic reaction: reactants, conditions, products, and yield Reactants: ClC1=NC(=NC(=N1)C1=CC=CC=C1)NC (4-chloro-N-methyl-6-phenyl-1,3,5-triazin-2-amine), [OH-].[Na+] (NaOH), N1CCC(CC1)C(=O)O (4-piperidinecarboxylic acid). Solvent: CC#N (CH3CN), O (water), O (H2O). Product: CNC1=NC(=NC(=N1)C1=CC=CC=C1)N1CCC(CC1)C(=O)O (1-[4-(methylamino)-6-phenyl-1,3,5-triazin-2-yl]-4-piperidinecarboxylic acid). The yield is 64.1%. As a reaction SMILES: Cl[C:2]1[N:7]=[C:6]([C:8]2[CH:13]=[CH:12][CH:11]=[CH:10][CH:9]=2)[N:5]=[C:4]([NH:14][CH3:15])[N:3]=1.[NH:16]1[CH2:21][CH2:20][CH:19]([C:22]([OH:24])=[O:23])[CH2:18][CH2:17]1.[OH-].[Na+]>CC#N.O>[CH3:15][NH:14][C:4]1[N:5]=[C:6]([C:8]2[CH:9]=[CH:10][CH:11]=[CH:12][CH:13]=2)[N:7]=[C:2]([N:16]2[CH2:21][CH2:20][CH:19]([C:22]([OH:24])=[O:23])[CH2:18][CH2:17]2)[N:3]=1 |f:2.3|. Reported procedure: A mixture of 4-chloro-N-methyl-6-phenyl-1,3,5-triazin-2-amine (10.0 g, 45.3 mmol, 1.00 equiv) dissolved in 1:1 CH3CN:H2O (60 mL) was cooled (0° C.), and 4-piperidinecarboxylic acid (11.7 g, 90.6 mmol, 2.00 equiv) was added. The pH of the reaction mixture was adjusted to 9-10 by treating with 1 N NaOH. The pH was maintained at 9-10 for 24 hours (product formation monitored by LCMS). The mixture was diluted with water, and filtered to provide the crude product (filtered solid was washed with addit... The reactants are C1OC=2C=C(C(=O)CN3CCC(CC3)N3C(OC4=C(C3)C=CC=C4)=O)C=CC2O1 (1-(3,4-Methylenedioxybenzoylmethyl)-4-(2-oxo-3,4-dihydro-2H-1,3-benzoxazin-3-yl)-piperidine), [BH4-].[Na+] (sodium borohydride), [BH4-].[Na+] (sodium borohydride). Run in CO (methanol). Reaction conditions: time 3 hour. The product is C1OC=2C=C(C=CC2O1)C(CN1CCC(CC1)N1C(OC2=C(C1)C=CC=C2)=O)O (1-[2-(3,4-Methylenedioxyphenyl)-2-hydroxyethyl]-4-(2-oxo-3,4-dihydro-2H-1,3-benzoxazin-3-yl)-piperidine). Isolated yield 82.6%. As a reaction SMILES: [CH2:1]1[O:29][C:28]2[CH:27]=[CH:26][C:5]([C:6]([CH2:8][N:9]3[CH2:14][CH2:13][CH:12]([N:15]4[CH2:20][C:19]5[CH:21]=[CH:22][CH:23]=[CH:24][C:18]=5[O:17][C:16]4=[O:25])[CH2:11][CH2:10]3)=[O:7])=[CH:4][C:3]=2[O:2]1.[BH4-].[Na+]>CO>[CH2:1]1[O:29][C:28]2[CH:27]=[CH:26][C:5]([CH:6]([OH:7])[CH2:8][N:9]3[CH2:14][CH2:13][CH:12]([N:15]4[CH2:20][C:19]5[CH:21]=[CH:22][CH:23]=[CH:24][C:18]=5[O:17][C:16]4=[O:25])[CH2:11][CH2:10]3)=[CH:4][C:3]=2[O:2]1 |f:1.2|. Procedure: In this example, 3.0 g of 1-(3,4-methylenedioxybenzoylmethyl)-4-(2-oxo-3,4-dihydro-2H-1,3-benzoxazin-3-yl)-piperidine obtained in Example 2 is mixed with 150 ml of methanol. While the mixture is stirred at 0° to 10° C., 0.8 g of sodium borohydride is added thereto over a period of 3 hours. Then, the mixture is stirred overnight at room temperature. The mixture is further mixed with 0.4 g of sodium borohydride and stirred at room temperature for 3 hours. The white crystals deposited are separated... The reactants are COc1ccc(COc2cccc(Oc3ccccc3)c2C)cc1, CCCCCCC, CCO, [H][H]. Product: Cc1c(O)cccc1Oc1ccccc1. As a reaction SMILES: [CH3:1][O:2][c:3]1[cH:4][cH:5][c:6]([CH2:7][O:8][c:9]2[c:10]([CH3:22])[c:11]([O:15][c:16]3[cH:17][cH:18][cH:19][cH:20][cH:21]3)[cH:12][cH:13][cH:14]2)[cH:23][cH:24]1.[CH3:27][CH2:28][CH2:29][CH2:30][CH2:31][CH2:32][CH3:33].[CH3:34][CH2:35][OH:36].[H:25][H:26]>>[OH:8][c:9]1[c:10]([CH3:22])[c:11]([O:15][c:16]2[cH:17][cH:18][cH:19][cH:20][cH:21]2)[cH:12][cH:13][cH:14]1. Starting materials: [Cl-].[NH4+] (ammonium chloride), FC1=C(C=CC=C1)CC(=O)C1CCN(CC1)CC=1C(NC=CN1)=O (3-[4-[2-(2-fluorophenyl)acetyl]piperidino]methyl-1H-pyrazin-2-one), Cl.NO (hydroxylamine hydrochloride), C([O-])([O-])=O.[Na+].[Na+] (sodium carbonate). Solvent: O (Water), C(C)O (ethanol), ClCCl (dichloromethane). Product: ON=C(CC1=C(C=CC=C1)F)C1CCN(CC1)CC=1C(NC=CN1)=O (3-[4-[1-Hydroxyimino-2-(2-fluorophenyl)ethyl]piperidino]methyl-1H-pyrazin-2-one). The yield is 69.5%. Reaction SMILES: [F:1][C:2]1[CH:7]=[CH:6][CH:5]=[CH:4][C:3]=1[CH2:8][C:9]([CH:11]1[CH2:16][CH2:15][N:14]([CH2:17][C:18]2[C:19](=[O:24])[NH:20][CH:21]=[CH:22][N:23]=2)[CH2:13][CH2:12]1)=O.Cl.[NH2:26][OH:27].C(=O)([O-])[O-].[Na+].[Na+].[Cl-].[NH4+]>C(O)C.ClCCl.O>[OH:27][N:26]=[C:9]([CH:11]1[CH2:16][CH2:15][N:14]([CH2:17][C:18]2[C:19](=[O:24])[NH:20][CH:21]=[CH:22][N:23]=2)[CH2:13][CH2:12]1)[CH2:8][C:3]1[CH:4]=[CH:5][CH:6]=[CH:7][C:2]=1[F:1] |f:1.2,3.4.5,6.7|. Procedure details: After suspending 150 mg of 3-[4-[2-(2-fluorophenyl)acetyl]piperidino]methyl-1H-pyrazin-2-one in 3 ml of ethanol, 47 mg of hydroxylamine hydrochloride and 193 mg of sodium carbonate were added while stirring and the mixture was heated to reflux for 1 hour. Water and saturated aqueous ammonium chloride solution were added to the reaction solution for adjustment to pH 7, and extraction was performed with dichloromethane. The organic layer was washed with brine and dried over anhydrous magnesium sul... Reactants: CC(=O)O[BH-](OC(C)=O)OC(C)=O, CC(C)=O, CC(=O)O, COCC1OC(n2cnc3c(NCC(c4ccccc4)c4ccccc4)nc(CCN)nc32)C(O)C1O, [Na+]. Product: COCC1OC(n2cnc3c(NCC(c4ccccc4)c4ccccc4)nc(CCNC(C)C)nc32)C(O)C1O. Reaction SMILES: [C:46]([O:47][BH-:48]([O:49][C:50](=[O:51])[CH3:52])[O:53][C:54](=[O:55])[CH3:56])(=[O:57])[CH3:58].[CH3:38][C:39]([CH3:40])=[O:41].[CH3:42][C:43](=[O:44])[OH:45].[NH2:1][CH2:2][CH2:3][c:4]1[n:5][c:6]([NH:23][CH2:24][CH:25]([c:26]2[cH:27][cH:28][cH:29][cH:30][cH:31]2)[c:32]2[cH:33][cH:34][cH:35][cH:36][cH:37]2)[c:7]2[n:8][cH:9][n:10]([CH:13]3[O:14][CH:15]([CH2:20][O:21][CH3:22])[CH:16]([OH:19])[CH:17]3[OH:18])[c:11]2[n:12]1.[Na+:59]>>[NH:1]([CH2:2][CH2:3][c:4]1[n:5][c:6]([NH:23][CH2:24][CH:25]([c:26]2[cH:27][cH:28][cH:29][cH:30][cH:31]2)[c:32]2[cH:33][cH:34][cH:35][cH:36][cH:37]2)[c:7]2[n:8][cH:9][n:10]([CH:13]3[O:14][CH:15]([CH2:20][O:21][CH3:22])[CH:16]([OH:19])[CH:17]3[OH:18])[c:11]2[n:12]1)[CH:39]([CH3:38])[CH3:40]. Reactants: C(=O)([O-])[O-].[Na+].[Na+] (Na2CO3), O=C1N2C(=NC3=CC(=CC=C13)C(=O)O)CCCCCC2 (13-oxo-7,8,9,10,11,13-hexahydro-6H-azocino[2,1-b]quinazoline-3-carboxylic acid), C(C)=O (acetaldehyde), CC(=O)O[Na] (CH3COONa). Run in C(C)(=O)O (acetic acid). Product: C(/C)=C\1/CCCCCN2C1=NC1=CC(=CC=C1C2=O)C(=O)O ((E)-6-ethylidene-13-oxo-7,8,9,10,11,13-hexahydro-6H-azocino[2,1-b]quinazoline-3-carboxylic acid). RXN SMILES: [O:1]=[C:2]1[C:11]2[C:6](=[CH:7][C:8]([C:12]([OH:14])=[O:13])=[CH:9][CH:10]=2)[N:5]=[C:4]2[CH2:15][CH2:16][CH2:17][CH2:18][CH2:19][CH2:20][N:3]12.[CH:21](=O)[CH3:22].CC(O[Na])=O.C([O-])([O-])=O.[Na+].[Na+]>C(O)(=O)C>[CH:21](=[C:15]1/[CH2:16][CH2:17][CH2:18][CH2:19][CH2:20][N:3]2[C:2](=[O:1])[C:11]3[C:6](=[CH:7][C:8]([C:12]([OH:14])=[O:13])=[CH:9][CH:10]=3)[N:5]=[C:4]/12)/[CH3:22] |f:3.4.5|. Procedure: A solution of 13-oxo-7,8,9,10,11,13-hexahydro-6H-azocino[2,1-b]quinazoline-3-carboxylic acid (100 mg, 0.37 mmol), acetaldehyde (5 mL) and CH3COONa (1 g) in acetic acid (10 mL) was stirred at 110° C. for 24 hours. After it was cooled to room temperature, the mixture was adjusted to pH around 8 with Na2CO3 and extracted with a mixture of dichloromethane/methanol (10/1) (3×30 mL). The combined organic layers were washed with brine and dried over Na2SO4. After filtration and concentration, the crude... The reactants are ClC1=C(C(=CC=C1)Cl)O (2,6-dichlorophenol), CC(CCCC(=O)OC)=C (methyl 5-methyl-hex-5-enoate), S(O)(O)(=O)=O (sulphuric acid). Solvent: CO (methanol). The product is ClC=1C=C(C=C(C1O)Cl)C(CCCC(=O)OC)(C)C (methyl 5-(3,5-dichloro-4-hydroxyphenyl)-5-methyl-hexanoate). RXN SMILES: [Cl:1][C:2]1[CH:7]=[CH:6][CH:5]=[C:4]([Cl:8])[C:3]=1[OH:9].[CH3:10][C:11](=[CH2:19])[CH2:12][CH2:13][CH2:14][C:15]([O:17][CH3:18])=[O:16].S(=O)(=O)(O)O>CO>[Cl:1][C:2]1[CH:7]=[C:6]([C:11]([CH3:19])([CH3:10])[CH2:12][CH2:13][CH2:14][C:15]([O:17][CH3:18])=[O:16])[CH:5]=[C:4]([Cl:8])[C:3]=1[OH:9]. Procedure details: 12.8 Parts of 2,6-dichlorophenol, 14.2 parts of methyl 5-methyl-hex-5-enoate, 130 parts of 98% sulphuric acid, and 24 parts of methanol were stirred and heated on a steam-bath for 24 hours and the reaction mixture then worked up as in Example 25. Distillation gave methyl 5-(3,5-dichloro-4-hydroxyphenyl)-5-methyl-hexanoate b0.5 140°-60° C. and m.p. 101°-3° C., with the following percentage composition by weight. The reactants are N (NH3), Cl[Si](C)(C)C (chloro-trimethyl-silane), NC1=C(C=C(C=C1C(F)(F)F)C[C@H](C(=O)N1CCC(CC1)N1CCN(CC1)C)OCC1=CC=CC=C1)Cl ((R)-3-(4-amino-3-chloro-5-trifluoromethyl-phenyl)-2-benzyloxy-1-[4-(4-methyl-piperazin-1-yl)-piperidin-1-yl]-propan-1-one), [Na+].[I-] (NaI). Run in C(C)(C)O (isopropanol), CCO (EtOH), C(C)#N (acetonitrile). Run at temperature 80 celsius, time 7 hour. Product: NC1=C(C=C(C=C1C(F)(F)F)C[C@H](C(=O)N1CCC(CC1)N1CCN(CC1)C)O)Cl ((R)-3-(4-amino-3-chloro-5-trifluoromethyl-phenyl)-2-hydroxy 1-[4-(4-methyl-piperazin-1-yl)-piperidin-1-yl]-propan-1-one). RXN SMILES: Cl[Si](C)(C)C.[NH2:6][C:7]1[C:12]([C:13]([F:16])([F:15])[F:14])=[CH:11][C:10]([CH2:17][C@@H:18]([O:34]CC2C=CC=CC=2)[C:19]([N:21]2[CH2:26][CH2:25][CH:24]([N:27]3[CH2:32][CH2:31][N:30]([CH3:33])[CH2:29][CH2:28]3)[CH2:23][CH2:22]2)=[O:20])=[CH:9][C:8]=1[Cl:42].[Na+].[I-].N>C(#N)C.C(O)(C)C.CCO>[NH2:6][C:7]1[C:12]([C:13]([F:14])([F:15])[F:16])=[CH:11][C:10]([CH2:17][C@@H:18]([OH:34])[C:19]([N:21]2[CH2:26][CH2:25][CH:24]([N:27]3[CH2:28][CH2:29][N:30]([CH3:33])[CH2:31][CH2:32]3)[CH2:23][CH2:22]2)=[O:20])=[CH:9][C:8]=1[Cl:42] |f:2.3|. Reported procedure: 0.32 mL (2.5 mmol) chloro-trimethyl-silane were added to a suspension of 450 mg (0.84 mmol) (R)-3-(4-amino-3-chloro-5-trifluoromethyl-phenyl)-2-benzyloxy-1-[4-(4-methyl-piperazin-1-yl)-piperidin-1-yl]-propan-1-one and 380 mg (2.5 mmol) NaI in 30 mL acetonitrile and the reaction mixture was stirred for 7 h at 80° C. 30 mL EtOH and 20 mL isopropanol were added, the mixture was stirred for 30 min at RT, 15 mL of NH3 solution were added and the mixture was stirred for a further 30 min. It was evapor...